Dataset: the Open Reaction Database (ORD), a public repository of structured organic reaction records. Task: describe an organic reaction: reactants, conditions, products, and yield The reactants are C(Br)(Br)Br (Bromoform), NC1=NN(C=C1C1C(C1)(Br)Br)C1=C(C=C(C=C1Cl)C(F)(F)F)Cl (3-Amino-4-(2,2-dibromocyclopropyl)-1-(2,6-dichloro-4-trifluoromethylphenyl)pyrazole), N(=O)OC(C)(C)C (t-Butyl nitrite). Solvent: C(C)#N (acetonitrile). Run at time 1 hour. Product: BrC1=NN(C=C1C1C(C1)(Br)Br)C1=C(C=C(C=C1Cl)C(F)(F)F)Cl (3-Bromo-4-(2,2-dibromocyclopropyl)-1-(2,6-dichloro-4-trifluoromethylphenyl)pyrazole). Reaction SMILES: C(Br)(Br)[Br:2].N[C:6]1[C:10]([CH:11]2[CH2:13][C:12]2([Br:15])[Br:14])=[CH:9][N:8]([C:16]2[C:21]([Cl:22])=[CH:20][C:19]([C:23]([F:26])([F:25])[F:24])=[CH:18][C:17]=2[Cl:27])[N:7]=1.N(OC(C)(C)C)=O>C(#N)C>[Br:2][C:6]1[C:10]([CH:11]2[CH2:13][C:12]2([Br:15])[Br:14])=[CH:9][N:8]([C:16]2[C:21]([Cl:22])=[CH:20][C:19]([C:23]([F:26])([F:25])[F:24])=[CH:18][C:17]=2[Cl:27])[N:7]=1. Reported procedure: Bromoform (2 ml) was added to a stirred solution of the title compound of Example 8 (0.25 g) in acetonitrile (2 ml) and the mixture cooled to about 0° C. t-Butyl nitrite was added dropwise, then the reaction mixture allowed to warm to room temperature, stirred for 1 hour at room temperature and then for 1 hour under reflux, allowed to cool and evaporated under reduced pressure. The residue was purified by column chromatography on silica gel, using mixtures of hexane:ether (19:1 then 9:1) as elua... Reactants: I.C(C)(=O)O (HI acetic acid), C(C)OC(CC(C)(O)C1=C(C=CC=C1)C1=CC=CC=C1)=O (3-p-biphenylyl-3-hydroxy-butyric acid ethyl ester), O=S(Cl)Cl (SOCl2), [Cl-] (chloride), N (ammonia), [OH-].[Na+] (sodium hydroxide), [H-].[H-].[H-].[H-].[Li+].[Al+3] (LiAlH4). The solvent is C(C)(=O)OCC (ethyl acetate), C1CCOC1 (THF), C1CCOC1 (THF). Run at time 16 hour. Product: Cl.C1(=C(C=CC=C1)C(CCN)C)C1=CC=CC=C1 (3-p-biphenylyl-butylamine. Hydrochloride). As a reaction SMILES: I.C(O)(=O)C.C(O[C:9](=O)[CH2:10][C:11]([C:14]1[CH:19]=[CH:18][CH:17]=[CH:16][C:15]=1[C:20]1[CH:25]=[CH:24][CH:23]=[CH:22][CH:21]=1)(O)[CH3:12])C.O=S(Cl)[Cl:29].[Cl-].[NH3:32].[H-].[H-].[H-].[H-].[Li+].[Al+3].[OH-].[Na+]>C1COCC1.C(OCC)(=O)C>[ClH:29].[C:15]1([C:20]2[CH:25]=[CH:24][CH:23]=[CH:22][CH:21]=2)[CH:16]=[CH:17][CH:18]=[CH:19][C:14]=1[CH:11]([CH3:12])[CH2:10][CH2:9][NH2:32] |f:0.1,6.7.8.9.10.11,12.13,16.17|. Procedure details: A solution of 23.9 g of 3-p-biphenylyl-butyramide [m.p. 156°-158°' obtainable by Friedel-Crafts acetylation of biphenyl to give 4-acetylbiphenyl (m.p. 118°-120°), reaction with bromoacetic acid ethyl ester/zinc to give 3-p-biphenylyl-3-hydroxy-butyric acid ethyl ester (m.p. 55°-56°), treatment with HI/acetic acid, reaction of the resulting 3-p-biphenylyl-butyric acid (m.p. 118°-12-°) with SOCl2 to give the chloride, and reaction with ammonia] in 500 ml of THF is added dropwise, while stirring, t...